Dataset: the Open Reaction Database (ORD), a public repository of structured organic reaction records. Task: describe an organic reaction: reactants, conditions, products, and yield Reactants: CC[O-], NC(C(=O)NC1C(=O)N2C(C(=O)O)=C(Cl)CCC12)c1ccccc1, O. Yields the product NC(C(=O)NC1C(=O)N2C(C(=O)O)=C(Cl)CCC12)c1ccccc1. As a reaction SMILES: [CH2:25]([O-:26])[CH3:27].[NH2:1][CH:2]([C:3](=[O:4])[NH:5][CH:6]1[CH:7]2[CH2:8][CH2:9][C:10]([Cl:11])=[C:12]([C:16]([OH:17])=[O:18])[N:13]2[C:14]1=[O:15])[c:19]1[cH:20][cH:21][cH:22][cH:23][cH:24]1.[OH2:28]>>[NH2:1][CH:2]([C:3](=[O:4])[NH:5][CH:6]1[CH:7]2[CH2:8][CH2:9][C:10]([Cl:11])=[C:12]([C:16](=[O:17])[OH:18])[N:13]2[C:14]1=[O:15])[c:19]1[cH:20][cH:21][cH:22][cH:23][cH:24]1. The reactants are O (water), C(CC)N(C(=O)COC(CCNS(=O)(=O)C1=CC(=CC=C1)C(=O)N1CCC2(CN\C(\N2)=N/C(=O)C2=NC(=C(N=C2N)N)Cl)CC1)=O)CCC (3-(3-{2-[(E)-3,5-Diamino-6-chloro-pyrazine-2-carbonylimino]-1,3,8-triaza-spiro[4.5]decane-8-carbonyl}-benzenesulfonylamino)-propionic acid dipropylcarbamoylmethyl ester), C(CCC(=O)O)(=O)O (succinic acid). Solvent: C(C)#N (acetonitrile). Run at time 16 hour. The product is C(CCC(=O)O)(=O)O.C(CC)N(C(=O)COC(CCNS(=O)(=O)C1=CC(=CC=C1)C(=O)N1CCC2(CN\C(\N2)=N/C(=O)C2=NC(=C(N=C2N)N)Cl)CC1)=O)CCC (3-(3-{2-[(E)-3,5-Diamino-6-chloro-pyrazine-2-carbonylimino]-1,3,8-triaza-spiro[4.5]decane-8-carbonyl}-benzenesulfonylamino)-propionic acid dipropylcarbamoylmethyl ester succinate salt). As a reaction SMILES: [CH2:1]([N:4]([CH2:47][CH2:48][CH3:49])[C:5]([CH2:7][O:8][C:9](=[O:46])[CH2:10][CH2:11][NH:12][S:13]([C:16]1[CH:21]=[CH:20][CH:19]=[C:18]([C:22]([N:24]2[CH2:45][CH2:44][C:27]3([NH:31]/[C:30](=[N:32]/[C:33]([C:35]4[C:40]([NH2:41])=[N:39][C:38]([NH2:42])=[C:37]([Cl:43])[N:36]=4)=[O:34])/[NH:29][CH2:28]3)[CH2:26][CH2:25]2)=[O:23])[CH:17]=1)(=[O:15])=[O:14])=[O:6])[CH2:2][CH3:3].O.[C:51]([OH:58])(=[O:57])[CH2:52][CH2:53][C:54]([OH:56])=[O:55]>C(#N)C>[C:51]([OH:58])(=[O:57])[CH2:52][CH2:53][C:54]([OH:56])=[O:55].[CH2:47]([N:4]([CH2:1][CH2:2][CH3:3])[C:5]([CH2:7][O:8][C:9](=[O:46])[CH2:10][CH2:11][NH:12][S:13]([C:16]1[CH:21]=[CH:20][CH:19]=[C:18]([C:22]([N:24]2[CH2:45][CH2:44][C:27]3([NH:31]/[C:30](=[N:32]/[C:33]([C:35]4[C:40]([NH2:41])=[N:39][C:38]([NH2:42])=[C:37]([Cl:43])[N:36]=4)=[O:34])/[NH:29][CH2:28]3)[CH2:26][CH2:25]2)=[O:23])[CH:17]=1)(=[O:15])=[O:14])=[O:6])[CH2:48][CH3:49] |f:4.5|. Reported procedure: 2.5 g of 3-(3-{2-[(E)-3,5-Diamino-6-chloro-pyrazine-2-carbonylimino]-1,3,8-triaza-spiro[4.5]decane-8-carbonyl}-benzenesulfonylamino)-propionic acid dipropylcarbamoylmethyl ester (may be prepared as in Preparation 1; 3.47 mmol) were dissolved in 25 mL acetonitrile and 1.5 mL water at 50° C. 409 mg succinic acid (3.47 mmol) was added. The acid dissolved immediately and the clear solution was cooled down to room temperature over 30 minutes. At approximately 30° C. the crystallization took place. Th... The reactants are C(C1=CC=CC=C1)N1N=NC2=C1N=C(N=C2N2C[C@@H](CC2)O)C(C)(C)C ((R)-1-(3-Benzyl-5-tert-butyl-3H-[1,2,3]triazolo[4,5-d]pyrimidin-7-yl)-pyrrolidin-3-ol), C(C1=CC=CC=C1)N1N=NC2=C1N=C(N=C2Cl)C(C)(C)C (3-benzyl-5-tert-butyl-7-chloro-triazolo[4,5-d]pyrimidine), N1CC(CC1)O (pyrrolidin-3-ol). Yields the product C(C1=CC=CC=C1)N1N=NC2=C1N=C(N=C2N2CC(CC2)O)C(C)(C)C (1-(3-Benzyl-5-tert-butyl-3H-[1,2,3]triazolo[4,5-d]pyrimidin-7-yl)-pyrrolidin-3-ol). As a reaction SMILES: [CH2:1]([N:8]1[C:12]2[N:13]=[C:14]([C:23]([CH3:26])([CH3:25])[CH3:24])[N:15]=[C:16]([N:17]3[CH2:21][CH2:20][C@@H:19]([OH:22])[CH2:18]3)[C:11]=2[N:10]=[N:9]1)[C:2]1[CH:7]=[CH:6][CH:5]=[CH:4][CH:3]=1.C(N1C2N=C(C(C)(C)C)N=C(Cl)C=2N=N1)C1C=CC=CC=1.N1CCC(O)C1>>[CH2:1]([N:8]1[C:12]2[N:13]=[C:14]([C:23]([CH3:26])([CH3:25])[CH3:24])[N:15]=[C:16]([N:17]3[CH2:21][CH2:20][CH:19]([OH:22])[CH2:18]3)[C:11]=2[N:10]=[N:9]1)[C:2]1[CH:7]=[CH:6][CH:5]=[CH:4][CH:3]=1. Procedure: In analogy to the procedure described for the synthesis of (R)-1-(3-Benzyl-5-tert-butyl-3H-[1,2,3]triazolo[4,5-d]pyrimidin-7-yl)-pyrrolidin-3-ol (example 113, a) the title compound was prepared from 3-benzyl-5-tert-butyl-7-chloro-triazolo[4,5-d]pyrimidine and pyrrolidin-3-ol and isolated as light yellow oil.